Dataset: the Open Reaction Database (ORD), a public repository of structured organic reaction records. Task: describe an organic reaction: reactants, conditions, products, and yield Reactants: O1CCCC1.F[Sb-](F)(F)(F)(F)F.[Cl-].[Cr+3].N1C(=NC2=C1C=CC=C2)CNCC2=NC1=C(N2)C=CC=C1 (N,N-bis(1H-benzimidazol-2-ylmethyl)amine chromium (III) chloride hexafluoroantimonate tetrahydrofuran), [Cl-].[Cr+3].N1C(=NC2=C1C=CC=C2)CN(CCCCCC)CC2=NC1=C(N2)C=CC=C1.[Cl-].[Cl-] (N,N-bis(1H-benzimidazol-2-ylmethyl)-N-hexylamine chromium (III) chloride). Reagents/catalysts: F[Sb-](F)(F)(F)(F)F.[Ag+] (silver hexafluoroantimonate). Run in C1CCOC1 (THF). The product is O1CCCC1.F[Sb-](F)(F)(F)(F)F.[Cl-].[Cr+3].N1C(=NC2=C1C=CC=C2)CN(C)CC2=NC1=C(N2)C=CC=C1 (N,N-bis(1H-benzimidazol-2-ylmethyl)-N-methylamine chromium (III) chloride hexafluoroantimonate tetrahydrofuran). Reaction SMILES: [O:1]1[CH2:5][CH2:4][CH2:3][CH2:2]1.[F:6][Sb-:7]([F:12])([F:11])([F:10])([F:9])[F:8].[Cl-:13].[Cr+3:14].N1C2C=CC=CC=2N=C1CNCC1NC2C=CC=CC=2N=1.[Cl-].[Cr+3].[NH:38]1[C:42]2[CH:43]=[CH:44][CH:45]=[CH:46][C:41]=2[N:40]=[C:39]1[CH2:47][N:48]([CH2:55][C:56]1[NH:60][C:59]2[CH:61]=[CH:62][CH:63]=[CH:64][C:58]=2[N:57]=1)[CH2:49]CCCCC.[Cl-].[Cl-]>F[Sb-](F)(F)(F)(F)F.[Ag+].C1COCC1>[O:1]1[CH2:5][CH2:4][CH2:3][CH2:2]1.[F:6][Sb-:7]([F:12])([F:11])([F:10])([F:9])[F:8].[Cl-:13].[Cr+3:14].[NH:38]1[C:42]2[CH:43]=[CH:44][CH:45]=[CH:46][C:41]=2[N:40]=[C:39]1[CH2:47][N:48]([CH2:55][C:56]1[NH:57][C:58]2[CH:64]=[CH:63][CH:62]=[CH:61][C:59]=2[N:60]=1)[CH3:49] |f:0.1.2.3.4,5.6.7.8.9,10.11,13.14.15.16.17|. Procedure: 4b was synthesised by an analogous procedure to that described for 4a using silver hexafluoroantimonate (0.661 g, 1.92 mmol) and complex 3e (1 g, 1.92 mmol). Yield 1.32 g, 87%. +FAB-MS: (m/e): 483 ([M]+), 467 ([M-Me]+), 449 ([M-Cl]), 361 ([M-Cr, Cl, THF). −FAB-MS: (m/z): 235 ([M]−). Starting materials: C1(=CCCCC1)C1=CC=C(CN2C(OC3(C2)CCCCC3)=O)C=C1 (3-(4-Cyclohex-1-enyl-benzyl)-1-oxa-3-aza-spiro[4.5]decan-2-one). The reagents and catalysts are [Pd] (Pd/C). Run in C(C)O (ethanol). Run at time 8 hour. The product is C1(CCCCC1)C1=CC=C(CN2C(OC3(C2)CCCCC3)=O)C=C1 (3-(4-Cyclohexyl-benzyl)-1-oxa-3-aza-spiro[4.5]decan-2-one). The yield is 99.6%. RXN SMILES: [C:1]1([C:7]2[CH:24]=[CH:23][C:10]([CH2:11][N:12]3[CH2:16][C:15]4([CH2:21][CH2:20][CH2:19][CH2:18][CH2:17]4)[O:14][C:13]3=[O:22])=[CH:9][CH:8]=2)[CH2:6][CH2:5][CH2:4][CH2:3][CH:2]=1>C(O)C.[Pd]>[CH:1]1([C:7]2[CH:24]=[CH:23][C:10]([CH2:11][N:12]3[CH2:16][C:15]4([CH2:17][CH2:18][CH2:19][CH2:20][CH2:21]4)[O:14][C:13]3=[O:22])=[CH:9][CH:8]=2)[CH2:6][CH2:5][CH2:4][CH2:3][CH2:2]1. Reported procedure: 3-(4-Cyclohex-1-enyl-benzyl)-1-oxa-3-aza-spiro[4.5]decan-2-one (Example 1.31, 15 mg, 0.046 mmol) was dissolved in ethanol (3 mL) in a round bottom flask. Pd/C (5 mg) was added and the flask was flushed with hydrogen and stirred at room temperature overnight. The reaction mixture was filtered through a diatomaceous earth pad and the filtrate was concentrated in vacuo to give the title product as a white powder (15 mg, quantitative yield). 1H NMR (300 MHz, CDCl3): δ (ppm)=7.19 (s, 4H), 4.4 (s, 2H)... Reactants: N1CCCC1 (pyrrolidine), C(C)OC(=O)C1=C(C2=C(N=C(N=C2)C2=CC=CC=C2)N(C1=O)CC)Cl (5-chloro-8-ethyl-7,8-dihydro-7-oxo-2-phenylpyrido[2,3-d]pyrimidine-6-carboxylic acid ethyl ester), C([O-])([O-])=O.[Na+].[Na+] (sodium carbonate). Run in C(C)O (ethanol). Yields the product C(C)OC(=O)C1=C(C2=C(N=C(N=C2)C2=CC=CC=C2)N(C1=O)CC)N1CCCC1 (8-Ethyl-7,8-dihydro-7-oxo-2-phenyl-5-(1-pyrrolidinyl)pyrido[2,3-d]-pyrimidine-6-carboxylic acid ethyl ester). As a reaction SMILES: [CH2:1]([O:3][C:4]([C:6]1[C:21](=[O:22])[N:20]([CH2:23][CH3:24])[C:9]2[N:10]=[C:11]([C:14]3[CH:19]=[CH:18][CH:17]=[CH:16][CH:15]=3)[N:12]=[CH:13][C:8]=2[C:7]=1Cl)=[O:5])[CH3:2].[NH:26]1[CH2:30][CH2:29][CH2:28][CH2:27]1.C(=O)([O-])[O-].[Na+].[Na+]>C(O)C>[CH2:1]([O:3][C:4]([C:6]1[C:21](=[O:22])[N:20]([CH2:23][CH3:24])[C:9]2[N:10]=[C:11]([C:14]3[CH:19]=[CH:18][CH:17]=[CH:16][CH:15]=3)[N:12]=[CH:13][C:8]=2[C:7]=1[N:26]1[CH2:30][CH2:29][CH2:28][CH2:27]1)=[O:5])[CH3:2] |f:2.3.4|. Procedure details: To 0.7 g. (0.002 mole) of 5-chloro-8-ethyl-7,8-dihydro-7-oxo-2-phenylpyrido[2,3-d]pyrimidine-6-carboxylic acid ethyl ester in ethanol was added 0.14 g. (0.002 mole) of pyrrolidine and 0.21 g. (0.002 mole) of sodium carbonate and this mixture was refluxed 3 hours. At that point, the solid inorganic material was filtered and the filtrate allowed to stand several days. Pale yellow crystals of the title compound formed which were removed by filtration--m.p. 149°-153° C. Reactants: NC1=CC(=C(C(=O)N[C@@H]2[C@@H](CN(CC2)CCCOC2=CC=C(C=C2)F)OC)C=C1Cl)OC (cis-4-amino-5-chloro-N-[1-[3-(4fluorophenoxy)propyl]-3-methoxy-4-piperidinyl]-2-methoxybenzamide), C(\C=C/C(=O)O)(=O)O ((Z)-2-butenedioic acid). Run in C(C)O (ethanol), C(C)O (ethanol). The product is C(\C=C/C(=O)O)(=O)O.NC1=CC(=C(C(=O)N[C@@H]2[C@@H](CN(CC2)CCCOC2=CC=C(C=C2)F)OC)C=C1Cl)OC (cis-4-amino-5-chloro-N-[1-[3-(4-fluorophenoxy)propyl]-3-methoxy-4-piperidinyl]-2-methoxybenzamide (Z)-2-butenedioate). The yield is 92.0%. Reaction SMILES: [NH2:1][C:2]1[C:29]([Cl:30])=[CH:28][C:5]([C:6]([NH:8][C@H:9]2[CH2:14][CH2:13][N:12]([CH2:15][CH2:16][CH2:17][O:18][C:19]3[CH:24]=[CH:23][C:22]([F:25])=[CH:21][CH:20]=3)[CH2:11][C@H:10]2[O:26][CH3:27])=[O:7])=[C:4]([O:31][CH3:32])[CH:3]=1.[C:33]([OH:40])(=[O:39])/[CH:34]=[CH:35]\[C:36]([OH:38])=[O:37]>C(O)C>[C:33]([OH:40])(=[O:39])/[CH:34]=[CH:35]\[C:36]([OH:38])=[O:37].[NH2:1][C:2]1[C:29]([Cl:30])=[CH:28][C:5]([C:6]([NH:8][C@H:9]2[CH2:14][CH2:13][N:12]([CH2:15][CH2:16][CH2:17][O:18][C:19]3[CH:20]=[CH:21][C:22]([F:25])=[CH:23][CH:24]=3)[CH2:11][C@H:10]2[O:26][CH3:27])=[O:7])=[C:4]([O:31][CH3:32])[CH:3]=1 |f:3.4|. Procedure details: To a stirred solution of 4 parts of cis-4-amino-5-chloro-N-[1-[3-(4fluorophenoxy)propyl]-3-methoxy-4-piperidinyl]-2-methoxybenzamide in 64 parts of ethanol was added a solution of 1 part of (Z)-2-butenedioic acid in 16 parts of ethanol and the product was allowed to crystallize. It is filtered off and dried, yielding 4.8 parts (92%) of cis-4-amino-5-chloro-N-[1-[3-(4-fluorophenoxy)propyl]-3-methoxy-4-piperidinyl]-2-methoxybenzamide (Z)-2-butenedioate (1:1); mp. 200.3° C. (compound 240).